This data is from the Open Reaction Database (ORD), a public repository of structured organic reaction records. The task is: describe an organic reaction: reactants, conditions, products, and yield Reactants: FC1=CC=C(C=C1)[N+](=O)[O-] (1-fluoro-4-nitrobenzene), N1CC(CCC1)O (piperidin-3-ol). Product: [N+](=O)([O-])C1=CC=C(C=C1)N1CC(CCC1)O (1-(4-Nitrophenyl)piperidin-3-ol), solid. The yield is 98.1%. Reaction SMILES: F[C:2]1[CH:7]=[CH:6][C:5]([N+:8]([O-:10])=[O:9])=[CH:4][CH:3]=1.[NH:11]1[CH2:16][CH2:15][CH2:14][CH:13]([OH:17])[CH2:12]1>>[N+:8]([C:5]1[CH:6]=[CH:7][C:2]([N:11]2[CH2:16][CH2:15][CH2:14][CH:13]([OH:17])[CH2:12]2)=[CH:3][CH:4]=1)([O-:10])=[O:9]. Reported procedure: 1-(4-Nitrophenyl)piperidin-3-ol was synthesized as described in General Procedure A using 1-fluoro-4-nitrobenzene (4.41 g, 31.2 mmol) and piperidin-3-ol (4.3 g, 31.2 mmol) to give an orange solid (6.8 g, 30.6 mmol, 98% yield). Anal. Calcd. for C11H14N2O3 m/z 222.2, found: 223.3 (M+H)+; 1H NMR (500 MHz, CDCl3) δ ppm 8.14-7.98 (m, 2H), 6.83 (d, J=9.35 Hz, 2H), 3.89 (d, J=3.85 Hz, 1H), 3.72 (dd, J=12.92, 3.57 Hz, 1H), 3.53 (ddd, J=13.06, 5.91, 3.02 Hz, 1H), 3.33-3.16 (m, 2H), 2.10-1.97 (m, 2H), 1.9... Starting materials: CCO, CCOC(C)=O, Cc1cc(C)cc(NC(=O)c2cccnc2SCc2ccnc(S(C)=O)n2)c1, NC1CC1. Product: Cc1cc(C)cc(NC(=O)c2cccnc2SCc2ccnc(NC3CC3)n2)c1. As a reaction SMILES: [CH3:33][CH2:34][OH:35].[CH3:36][CH2:37][O:38][C:39](=[O:40])[CH3:41].[CH3:5][c:6]1[cH:7][c:8]([NH:13][C:14](=[O:15])[c:16]2[c:17]([S:22][CH2:23][c:24]3[n:25][c:26]([S:30]([CH3:31])=[O:32])[n:27][cH:28][cH:29]3)[n:18][cH:19][cH:20][cH:21]2)[cH:9][c:10]([CH3:12])[cH:11]1.[CH:1]1([NH2:4])[CH2:2][CH2:3]1>>[CH:1]1([NH:4][c:26]2[n:25][c:24]([CH2:23][S:22][c:17]3[c:16]([C:14]([NH:13][c:8]4[cH:7][c:6]([CH3:5])[cH:11][c:10]([CH3:12])[cH:9]4)=[O:15])[cH:21][cH:20][cH:19][n:18]3)[cH:29][cH:28][n:27]2)[CH2:2][CH2:3]1.